This data is from the Open Reaction Database (ORD), a public repository of structured organic reaction records. The task is: describe an organic reaction: reactants, conditions, products, and yield Reactants: CC1=NC(=NO1)N (5-methyl-[1,2,4]oxadiazol-3-ylamine), C1(=CC=CC=C1)C(C(=O)Cl)C1=CC=CC=C1 (2,2-diphenylacetic acid chloride). Yields the product CC1=NC(=NO1)NC(C(C1=CC=CC=C1)C1=CC=CC=C1)=O (N-(5-Methyl-[1,2,4]oxadiazol-3-yl)-2,2-diphenyl-acetamide). RXN SMILES: [CH3:1][C:2]1[O:6][N:5]=[C:4]([NH2:7])[N:3]=1.[C:8]1([CH:14]([C:18]2[CH:23]=[CH:22][CH:21]=[CH:20][CH:19]=2)[C:15](Cl)=[O:16])[CH:13]=[CH:12][CH:11]=[CH:10][CH:9]=1>>[CH3:1][C:2]1[O:6][N:5]=[C:4]([NH:7][C:15](=[O:16])[CH:14]([C:8]2[CH:13]=[CH:12][CH:11]=[CH:10][CH:9]=2)[C:18]2[CH:23]=[CH:22][CH:21]=[CH:20][CH:19]=2)[N:3]=1. Procedure details: The title compound, white solid, m.p. 153° C. and MS: m/e=293 (M+) was prepared in accordance with the general method of example 44a from 5-methyl-[1,2,4]oxadiazol-3-ylamine (EP 413545) and 2,2-diphenylacetic acid chloride. Starting materials: CC1(C)OCc2cc(C3CN(CCCCCCOCCOS(C)(=O)=O)C(=O)O3)ccc2O1, CN(C)c1cccc(CO)c1, [H-], [Na+], O=P([O-])([O-])[O-], CN(C)C=O. The product is CN(C)c1cccc(COCCOCCCCCCN2CC(c3ccc4c(c3)COC(C)(C)O4)OC2=O)c1. RXN SMILES: [CH3:14][S:15]([O:16][CH2:19][CH2:20][O:21][CH2:22][CH2:23][CH2:24][CH2:25][CH2:26][CH2:27][N:28]1[C:29](=[O:45])[O:30][CH:31]([c:33]2[cH:34][c:35]3[c:36]([cH:43][cH:44]2)[O:37][C:38]([CH3:41])([CH3:42])[O:39][CH2:40]3)[CH2:32]1)(=[O:17])=[O:18].[CH3:1][N:2]([c:3]1[cH:4][c:5]([CH2:6][OH:7])[cH:8][cH:9][cH:10]1)[CH3:11].[H-:12].[Na+:13].[O-:46][P:47](=[O:48])([O-:49])[O-:50].[O:51]=[CH:52][N:53]([CH3:54])[CH3:55]>>[CH3:1][N:2]([c:3]1[cH:4][c:5]([CH2:6][O:7][CH2:19][CH2:20][O:21][CH2:22][CH2:23][CH2:24][CH2:25][CH2:26][CH2:27][N:28]2[C:29](=[O:45])[O:30][CH:31]([c:33]3[cH:34][c:35]4[c:36]([cH:43][cH:44]3)[O:37][C:38]([CH3:41])([CH3:42])[O:39][CH2:40]4)[CH2:32]2)[cH:8][cH:9][cH:10]1)[CH3:11]. Reactants: CCCCCCCCCCCCCCc1ccc(OCC(COC(c2ccccc2)(c2ccccc2)c2ccccc2)OCc2ccccc2)c(CCCCCC)c1, ClC(Cl)Cl. Product: CCCCCCCCCCCCCCc1ccc(OCC(CO)OCc2ccccc2)c(CCCCCC)c1. RXN SMILES: [CH2:1]([CH2:2][CH2:3][CH2:4][CH2:5][CH3:6])[c:7]1[c:8]([O:27][CH2:28][CH:29]([CH2:30][O:31][C:32]([c:33]2[cH:34][cH:35][cH:36][cH:37][cH:38]2)([c:39]2[cH:40][cH:41][cH:42][cH:43][cH:44]2)[c:45]2[cH:46][cH:47][cH:48][cH:49][cH:50]2)[O:51][CH2:52][c:53]2[cH:54][cH:55][cH:56][cH:57][cH:58]2)[cH:9][cH:10][c:11]([CH2:13][CH2:14][CH2:15][CH2:16][CH2:17][CH2:18][CH2:19][CH2:20][CH2:21][CH2:22][CH2:23][CH2:24][CH2:25][CH3:26])[cH:12]1.[CH:59]([Cl:60])([Cl:61])[Cl:62]>>[CH2:1]([CH2:2][CH2:3][CH2:4][CH2:5][CH3:6])[c:7]1[c:8]([O:27][CH2:28][CH:29]([CH2:30][OH:31])[O:51][CH2:52][c:53]2[cH:54][cH:55][cH:56][cH:57][cH:58]2)[cH:9][cH:10][c:11]([CH2:13][CH2:14][CH2:15][CH2:16][CH2:17][CH2:18][CH2:19][CH2:20][CH2:21][CH2:22][CH2:23][CH2:24][CH2:25][CH3:26])[cH:12]1. Starting materials: [Cl-].C1(=CC=CC=C1)C[N+]1=CC(=C(C=C1)C)C (N-(phenylmethyl)-3,4-dimethylpyridinium chloride), CI (methyl iodide), [Mg] (magnesium), [Cl-].[NH4+] (ammonium chloride). The solvent is CCOCC (ether), CCOCC (ether), CCOCC (ether). Reaction conditions: time 1 hour. Yields the product C1(=CC=CC=C1)CN1C(C(=C(C=C1)C)C)C (1,2-dihydro-N-(phenylmethyl)-2,3,4-trimethylpyridine). Yield: 88.8%. As a reaction SMILES: [CH3:1]I.[Mg].[Cl-].[C:5]1([CH2:11][N+:12]2[CH:17]=[CH:16][C:15]([CH3:18])=[C:14]([CH3:19])[CH:13]=2)[CH:10]=[CH:9][CH:8]=[CH:7][CH:6]=1.[Cl-].[NH4+]>CCOCC>[C:5]1([CH2:11][N:12]2[CH:17]=[CH:16][C:15]([CH3:18])=[C:14]([CH3:19])[CH:13]2[CH3:1])[CH:6]=[CH:7][CH:8]=[CH:9][CH:10]=1 |f:2.3,4.5|. Procedure details: A solution of methyl iodide (112 mL, 1.8 mole) in ether (225 mL) was added dropwise to a suspension of magnesium turnings (44 g, 1.8 mole) in ether (225 ml) under nitrogen over a period of 1 hour. The mixture was stirred at room temperature for 1 hour, transferred into a 1000 mL addition funnel and then was added to a suspension of N-(phenylmethyl)-3,4-dimethylpyridinium chloride (350.7 g, 1.5 mole) in ether (1500 mL) under a nitrogen atmosphere. The reaction mixture was stirred at room temperat... Reactants: CC1(C=2C=CC(=CC2C(=CC1)C1=CC=C(C=C1)C)C#CC1=CC=C(C(=O)OCC)C=C1)C (ethyl 4-[(5,6-dihydro5,5-dimethyl-8-(4- methylphenyl)-2-naphthalenyl)ethynyl]benzoate), CC1(C=2C=CC(=CC2C(=CC1)C1=CC=C(C=C1)C)C#CC1=CC=C(C(=O)OCC)C=C1)C (ethyl 4-[(5,6-dihydro5,5-dimethyl-8-(4- methylphenyl)-2-naphthalenyl)ethynyl]benzoate), CC1(C=2C=CC(=CC2C(=CC1)OS(=O)(=O)C(F)(F)F)C#CC1=CC=C(C(=O)OCC)C=C1)C (ethyl 4-[(5,6-dihydro-5,5-dimethyl-8-(trifluoromethylsulfonyl)oxy-2-naphthalenyl)ethynyl]benzoate), CC1(C=2C=CC(=CC2C(=CC1)OS(=O)(=O)C(F)(F)F)C#CC1=CC=C(C(=O)OCC)C=C1)C (ethyl 4-[(5,6-dihydro-5,5-dimethyl-8-(trifluoromethylsulfonyl)oxy-2-naphthalenyl)ethynyl]benzoate). Reaction SMILES: [CH3:1][C:2]1([CH3:32])[CH2:11][CH:10]=[C:9]([C:12]2[CH:17]=[CH:16][C:15](C)=[CH:14][CH:13]=2)[C:8]2[CH:7]=[C:6]([C:19]#[C:20][C:21]3[CH:31]=[CH:30][C:24]([C:25]([O:27][CH2:28][CH3:29])=[O:26])=[CH:23][CH:22]=3)[CH:5]=[CH:4][C:3]1=2.[CH3:33]C1(C)CC=C(OS(C(F)(F)F)(=O)=O)C2C=C(C#CC3C=CC(C(OCC)=O)=CC=3)C=CC1=2>>[CH3:1][C:2]1([CH3:32])[CH2:11][CH:10]=[C:9]([C:12]2[CH:13]=[CH:14][CH:15]=[CH:16][C:17]=2[CH3:33])[C:8]2[CH:7]=[C:6]([C:19]#[C:20][C:21]3[CH:22]=[CH:23][C:24]([C:25]([O:27][CH2:28][CH3:29])=[O:26])=[CH:30][CH:31]=3)[CH:5]=[CH:4][C:3]1=2. Procedure: Employing the same general procedure as for the preparation of ethyl 4-[(5,6-dihydro-5,5-dimethyl-8-(4-methylphenyl)-2-naphthalenyl)ethynyl]benzoate (Compound 1), 200.0 mg (0.418 mmol) of ethyl 4-[(5,6-dihydro-5,5- dimethyl-8-(trifluoromethylsulfonyl)oxy-2-naphthalenyl)ethynyl]benzoate (Compound G) was converted into the title compound (colorless solid) using 199.4 mg (1.463 mmol) of zinc chloride, 24 mg (0.02 mmol) of tetrakis(triphenylphosphine)palladium(0) in 4.0 ml of THF, and 2-methylphenyl... Yields the product CC1(C=2C=CC(=CC2C(=CC1)C1=C(C=CC=C1)C)C#CC1=CC=C(C(=O)OCC)C=C1)C (Ethyl 4-[(5,6-dihydro-5,5-dimethyl-8-(2-methylphenyl)-2-naphthalenyl)ethynyl]benzoate).